From a dataset of the Open Reaction Database (ORD), a public repository of structured organic reaction records. describe an organic reaction: reactants, conditions, products, and yield Reactants: CC(=O)OI1(C=2C=CC=CC2C(=O)O1)(OC(=O)C)OC(=O)C (Dess-Martin reagent), C1(CC1)C(O)C1=CC=CC2=C1N1C(=N2)N(CCC1)C1=C(C=C(C=C1)Cl)Cl (cyclopropyl[1-(2,4-dichlorophenyl)-1,2,3,4-tetrahydropyrimido[1,2-a ]benzimidazol-6-yl]methanol). Run in ClCCl (dichloromethane), C(O)([O-])=O.[Na+] (sodium hydrogen carbonate). Conditions: temperature 0 celsius, time 90 minute. Yields the product C1(CC1)C(=O)C1=CC=CC2=C1N1C(=N2)N(CCC1)C1=C(C=C(C=C1)Cl)Cl (Cyclopropyl[1-(2,4-dichlorophenyl)-1,2,3,4-tetrahydropyrimido[1,2-a]benzimidazol-6-yl]methanone). Yield: 29.5%. As a reaction SMILES: CC(OI1(OC(C)=O)(OC(C)=O)OC(=O)C2C=CC=CC1=2)=O.[CH:23]1([CH:26]([C:28]2[C:33]3[N:34]4[CH2:40][CH2:39][CH2:38][N:37]([C:41]5[CH:46]=[CH:45][C:44]([Cl:47])=[CH:43][C:42]=5[Cl:48])[C:35]4=[N:36][C:32]=3[CH:31]=[CH:30][CH:29]=2)[OH:27])[CH2:25][CH2:24]1>ClCCl.C(=O)([O-])O.[Na+]>[CH:23]1([C:26]([C:28]2[C:33]3[N:34]4[CH2:40][CH2:39][CH2:38][N:37]([C:41]5[CH:46]=[CH:45][C:44]([Cl:47])=[CH:43][C:42]=5[Cl:48])[C:35]4=[N:36][C:32]=3[CH:31]=[CH:30][CH:29]=2)=[O:27])[CH2:25][CH2:24]1 |f:3.4|. Reported procedure: Dess-Martin reagent (925 mg, 2.18 mmol) was added to a stirred solution of cyclopropyl[1-(2,4-dichlorophenyl)-1,2,3,4-tetrahydropyrimido[1,2-a ]benzimidazol-6-yl]methanol (770 mg, 1.98 mmol) in dichloromethane (8.0 mL) at 0 ° C., and the mixture was stirred at 0 ° C. for 90 min. The mixture was diluted with saturated aqueous sodium hydrogen carbonate, and extracted with ethyl acetate. The combined organic layer was washed with brine, dried over anhydrous magnesium sulfate, filtered and concentra... Product: CC(O)CONC(=O)c1ccn2cncc2c1Nc1ccc(C2CC2)cc1F. Reaction SMILES: [CH3:24][CH2:25][N:26]=[C:27]=[N:28][CH2:29][CH2:30][CH2:31][N:32]([CH3:33])[CH3:34].[CH:1]1([c:4]2[cH:5][c:6]([F:23])[c:7]([NH:10][c:11]3[c:12]4[n:13]([cH:14][cH:15][c:16]3[C:17](=[O:18])[OH:19])[cH:20][n:21][cH:22]4)[cH:8][cH:9]2)[CH2:2][CH2:3]1.[CH:45]([N:46]([CH2:47][CH3:48])[CH:49]([CH3:50])[CH3:51])([CH3:52])[CH3:53].[ClH:54].[NH2:55][O:56][CH2:57][CH:58]([CH3:59])[OH:60].[O:61]=[CH:62][N:63]([CH3:64])[CH3:65].[OH:35][n:36]1[c:37]2[c:38]([cH:39][cH:40][cH:41][cH:42]2)[n:43][n:44]1>>[CH:1]1([c:4]2[cH:5][c:6]([F:23])[c:7]([NH:10][c:11]3[c:12]4[n:13]([cH:14][cH:15][c:16]3[C:17](=[O:19])[NH:55][O:56][CH2:57][CH:58]([CH3:59])[OH:60])[cH:20][n:21][cH:22]4)[cH:8][cH:9]2)[CH2:2][CH2:3]1. Starting materials: CCN=C=NCCCN(C)C, O=C(O)c1ccn2cncc2c1Nc1ccc(C2CC2)cc1F, CCN(C(C)C)C(C)C, Cl, CC(O)CON, CN(C)C=O, On1nnc2ccccc21. Reactants: O1C(CC(=O)OCC)C1 (ethyl 3,4-epoxybutanoate), Cl.CC(C)C1NCC(N1)=O (2-(1-methylethyl)-4-imidazolidinone hydrochloride), compound, N1C(CNC12CCCCC2)=O (1,4-diazaspiro[4,5]decan-2-one), C([O-])([O-])=O.[K+].[K+] (potassium carbonate). Solvent: CC(=O)C (acetone), O (water), CN(C)C=O (DMF), O (water). Run at temperature 70 celsius, time 8 hour. The product is C1C(CN(C1=O)CC(=O)N)O (oxiracetam). Yield: 6.8%. Reaction SMILES: Cl.CC(C1[NH:9][C:8](=[O:10])[CH2:7][NH:6]1)C.N1C2(CCCCC2)NCC1=O.C(=O)([O-])[O-].[K+].[K+].[O:28]1[CH2:36][CH:29]1[CH2:30][C:31]([O:33]CC)=O>O.CN(C=O)C.CC(C)=O>[CH2:30]1[C:31](=[O:33])[N:6]([CH2:7][C:8]([NH2:9])=[O:10])[CH2:36][CH:29]1[OH:28] |f:0.1,3.4.5|. Procedure details: 5.8 g of 2-(1-methylethyl)-4-imidazolidinone hydrochloride ((5); R4 =H, R5 =isopropyl) (0.035 moles) are shaken in 10 ml water and treated with 2.4 g potassium carbonate (0.0174 moles). 4.5 g ethyl 3,4-epoxybutanoate and 6 ml acetone are added, and stirring is maintained for 45 h at 70° C. After evaporation, the residue is chromatographed on silica, eluting with 8:2 ethyl acetate/methanol. The main fractions are collected and evaporated. The oil that remains is taken up with ethyl acetate. After...